From a dataset of the Open Reaction Database (ORD), a public repository of structured organic reaction records. describe an organic reaction: reactants, conditions, products, and yield Starting materials: Cc1c(N2C(=O)CC(O[Si](C)(C)C(C)(C)C)C2C)ccc(C#N)c1F, C1CCOC1, O. Product: Cc1c(N2C(=O)CC(O)C2C)ccc(C#N)c1F. RXN SMILES: [C:1]([Si:2]([CH3:3])([CH3:4])[O:6][CH:7]1[CH:8]([CH3:23])[N:9]([c:13]2[c:14]([CH3:22])[c:15]([F:21])[c:16]([C:17]#[N:18])[cH:19][cH:20]2)[C:10](=[O:12])[CH2:11]1)([CH3:5])([CH3:24])[CH3:25].[CH2:27]1[O:28][CH2:29][CH2:30][CH2:31]1.[OH2:26]>>[OH:6][CH:7]1[CH:8]([CH3:23])[N:9]([c:13]2[c:14]([CH3:22])[c:15]([F:21])[c:16]([C:17]#[N:18])[cH:19][cH:20]2)[C:10](=[O:12])[CH2:11]1.